Dataset: the Open Reaction Database (ORD), a public repository of structured organic reaction records. Task: describe an organic reaction: reactants, conditions, products, and yield Starting materials: CCOc1cc(C(=O)OC)cc(OCC)c1Br, Cn1cc(B2OC(C)(C)C(C)(C)O2)cn1, COCCOC, [K+], [K+], [K+], O, O=P([O-])([O-])[O-]. Product: CCOc1cc(C(=O)OC)cc(OCC)c1-c1cnn(C)c1. As a reaction SMILES: [Br:1][c:2]1[c:3]([O:15][CH2:16][CH3:17])[cH:4][c:5]([C:6](=[O:7])[O:8][CH3:9])[cH:10][c:11]1[O:12][CH2:13][CH3:14].[CH3:18][n:19]1[n:20][cH:21][c:22]([B:24]2[O:25][C:26]([CH3:27])([CH3:28])[C:29]([CH3:30])([CH3:31])[O:32]2)[cH:23]1.[CH3:42][O:43][CH2:44][CH2:45][O:46][CH3:47].[K+:38].[K+:39].[K+:40].[OH2:41].[P:33]([O-:34])([O-:35])([O-:36])=[O:37]>>[c:2]1(-[c:22]2[cH:21][n:20][n:19]([CH3:18])[cH:23]2)[c:3]([O:15][CH2:16][CH3:17])[cH:4][c:5]([C:6](=[O:7])[O:8][CH3:9])[cH:10][c:11]1[O:12][CH2:13][CH3:14]. Starting materials: Br[Mg]c1ccccc1, C=CC=CCCOc1ccc(C(=O)c2ccc(OCCC=CC=C)cc2)cc1, C1CCOC1. The product is C=CC=CCCOc1ccc(C(O)(c2ccccc2)c2ccc(OCCC=CC=C)cc2)cc1. RXN SMILES: [Br:29][Mg:30][c:31]1[cH:32][cH:33][cH:34][cH:35][cH:36]1.[CH2:1]([CH2:2][CH:3]=[CH:4][CH:5]=[CH2:6])[O:7][c:8]1[cH:9][cH:10][c:11]([C:12](=[O:13])[c:14]2[cH:15][cH:16][c:17]([O:20][CH2:21][CH2:22][CH:23]=[CH:24][CH:25]=[CH2:26])[cH:18][cH:19]2)[cH:27][cH:28]1.[CH2:37]1[O:38][CH2:39][CH2:40][CH2:41]1>>[CH2:1]([CH2:2][CH:3]=[CH:4][CH:5]=[CH2:6])[O:7][c:8]1[cH:9][cH:10][c:11]([C:12]([OH:13])([c:14]2[cH:15][cH:16][c:17]([O:20][CH2:21][CH2:22][CH:23]=[CH:24][CH:25]=[CH2:26])[cH:18][cH:19]2)[c:31]2[cH:32][cH:33][cH:34][cH:35][cH:36]2)[cH:27][cH:28]1. Reactants: CC(=O)[O-], CC(=O)[O-], CC(=O)[O-], ClCCl, CCOC(C)=O, CCCc1c(Cc2ccc(-c3ccccc3C#N)cc2F)c(=O)n(C2CCC(O)CC2)c2ccnn12, CCOC(=O)C=[N+]=[N-], O, [Rh+3]. Product: CCCc1c(Cc2ccc(-c3ccccc3C#N)cc2F)c(=O)n(C2CCC(OCC(=O)OCC)CC2)c2ccnn12. As a reaction SMILES: [C:55]([O-:56])(=[O:57])[CH3:58].[C:60]([O-:61])(=[O:62])[CH3:63].[C:64]([O-:65])(=[O:66])[CH3:67].[CH2:52]([Cl:53])[Cl:54].[CH3:45][CH2:46][O:47][C:48](=[O:49])[CH3:50].[F:1][c:2]1[cH:3][c:4](-[c:29]2[c:30]([C:35]#[N:36])[cH:31][cH:32][cH:33][cH:34]2)[cH:5][cH:6][c:7]1[CH2:8][c:9]1[c:10](=[O:28])[n:11]([CH:21]2[CH2:22][CH2:23][CH:24]([OH:27])[CH2:25][CH2:26]2)[c:12]2[n:13]([c:14]1[CH2:15][CH2:16][CH3:17])[n:18][cH:19][cH:20]2.[N+:37](=[N-:38])=[CH:39][C:40](=[O:41])[O:42][CH2:43][CH3:44].[OH2:51].[Rh+3:59]>>[F:1][c:2]1[cH:3][c:4](-[c:29]2[c:30]([C:35]#[N:36])[cH:31][cH:32][cH:33][cH:34]2)[cH:5][cH:6][c:7]1[CH2:8][c:9]1[c:10](=[O:28])[n:11]([CH:21]2[CH2:22][CH2:23][CH:24]([O:27][CH2:39][C:40](=[O:41])[O:42][CH2:43][CH3:44])[CH2:25][CH2:26]2)[c:12]2[n:13]([c:14]1[CH2:15][CH2:16][CH3:17])[n:18][cH:19][cH:20]2. The reactants are Cc1ccccc1, COc1cccc(CC2CCCCCC2(O)c2nc(-c3ccccc3)c(-c3ccccc3)o2)c1, Cc1ccc(S(=O)(=O)O)cc1. Product: COc1cccc(CC2CCCCC=C2c2nc(-c3ccccc3)c(-c3ccccc3)o2)c1. Reaction SMILES: [CH3:46][c:47]1[cH:48][cH:49][cH:50][cH:51][cH:52]1.[OH:1][C:2]1([c:18]2[o:19][c:20](-[c:29]3[cH:30][cH:31][cH:32][cH:33][cH:34]3)[c:21](-[c:23]3[cH:24][cH:25][cH:26][cH:27][cH:28]3)[n:22]2)[CH:3]([CH2:9][c:10]2[cH:11][c:12]([O:16][CH3:17])[cH:13][cH:14][cH:15]2)[CH2:4][CH2:5][CH2:6][CH2:7][CH2:8]1.[c:35]1([CH3:36])[cH:37][cH:38][c:39]([S:40]([OH:41])(=[O:42])=[O:43])[cH:44][cH:45]1>>[C:2]1([c:18]2[o:19][c:20](-[c:29]3[cH:30][cH:31][cH:32][cH:33][cH:34]3)[c:21](-[c:23]3[cH:24][cH:25][cH:26][cH:27][cH:28]3)[n:22]2)=[CH:8][CH2:7][CH2:6][CH2:5][CH2:4][CH:3]1[CH2:9][c:10]1[cH:11][c:12]([O:16][CH3:17])[cH:13][cH:14][cH:15]1. Reactants: COc1ccccc1-c1nn(COCC[Si](C)(C)C)c2ncc(Br)cc12, C1CCOC1, CCCC[N+](CCCC)(CCCC)CCCC, CC(=O)O, CO, [F-]. The product is COc1ccccc1-c1n[nH]c2ncc(Br)cc12. As a reaction SMILES: [Br:1][c:2]1[cH:3][c:4]2[c:5]([n:6][cH:7]1)[n:8]([CH2:19][O:20][CH2:21][CH2:22][Si:23]([CH3:24])([CH3:25])[CH3:26])[n:9][c:10]2-[c:11]1[c:12]([O:17][CH3:18])[cH:13][cH:14][cH:15][cH:16]1.[CH2:49]1[O:50][CH2:51][CH2:52][CH2:53]1.[CH3:28][CH2:29][CH2:30][CH2:31][N+:32]([CH2:33][CH2:34][CH2:35][CH3:36])([CH2:37][CH2:38][CH2:39][CH3:40])[CH2:41][CH2:42][CH2:43][CH3:44].[CH3:45][C:46](=[O:47])[OH:48].[CH3:54][OH:55].[F-:27]>>[Br:1][c:2]1[cH:3][c:4]2[c:5]([n:6][cH:7]1)[nH:8][n:9][c:10]2-[c:11]1[c:12]([O:17][CH3:18])[cH:13][cH:14][cH:15][cH:16]1. Reaction SMILES: [CH2:30]1[O:31][CH2:32][CH2:33][CH2:34]1.[ClH:29].[c:1]1([S:11](=[O:12])(=[O:13])[CH2:14][c:15]2[cH:16][c:17]([CH:24]3[O:25][CH2:28][CH2:27][O:26]3)[cH:18][cH:19][c:20]2[N+:21](=[O:22])[O-:23])[cH:2][cH:3][cH:4][c:5]2[cH:6][cH:7][cH:8][cH:9][c:10]12>>[c:1]1([S:11](=[O:12])(=[O:13])[CH2:14][c:15]2[cH:16][c:17]([CH:24]=[O:25])[cH:18][cH:19][c:20]2[N+:21](=[O:22])[O-:23])[cH:2][cH:3][cH:4][c:5]2[cH:6][cH:7][cH:8][cH:9][c:10]12. Starting materials: C1CCOC1, Cl, O=[N+]([O-])c1ccc(C2OCCO2)cc1CS(=O)(=O)c1cccc2ccccc12. Product: O=Cc1ccc([N+](=O)[O-])c(CS(=O)(=O)c2cccc3ccccc23)c1. Reactants: CO, CON, Cl, [K+], Nc1ccnc(C(=O)C(=O)[O-])n1. Yields the product CON=C(C(=O)O)c1nccc(N)n1. RXN SMILES: [CH3:18][OH:19].[CH3:2][O:3][NH2:4].[ClH:1].[K+:17].[NH2:5][c:6]1[n:7][c:8]([C:12]([C:13](=[O:14])[O-:15])=[O:16])[n:9][cH:10][cH:11]1>>[CH3:2][O:3][N:4]=[C:12]([c:8]1[n:7][c:6]([NH2:5])[cH:11][cH:10][n:9]1)[C:13](=[O:14])[OH:15]. Starting materials: O=C([O-])[O-], CCOC(Cc1c(C)cc(O)cc1C)C(=O)OC, Cc1oc(-c2ccc(OC(C)C)cc2)nc1CCl, [Cs+], [Cs+], [I-], [K+]. The product is CCOC(Cc1c(C)cc(OCc2nc(-c3ccc(OC(C)C)cc3)oc2C)cc1C)C(=O)OC. RXN SMILES: [C:37](=[O:38])([O-:39])[O-:40].[CH3:1][O:2][C:3]([CH:4]([CH2:5][c:6]1[c:7]([CH3:14])[cH:8][c:9]([OH:13])[cH:10][c:11]1[CH3:12])[O:15][CH2:16][CH3:17])=[O:18].[Cl:19][CH2:20][c:21]1[n:22][c:23](-[c:27]2[cH:28][cH:29][c:30]([O:33][CH:34]([CH3:35])[CH3:36])[cH:31][cH:32]2)[o:24][c:25]1[CH3:26].[Cs+:41].[Cs+:42].[I-:44].[K+:43]>>[CH3:1][O:2][C:3]([CH:4]([CH2:5][c:6]1[c:7]([CH3:14])[cH:8][c:9]([O:13][CH2:20][c:21]2[n:22][c:23](-[c:27]3[cH:28][cH:29][c:30]([O:33][CH:34]([CH3:35])[CH3:36])[cH:31][cH:32]3)[o:24][c:25]2[CH3:26])[cH:10][c:11]1[CH3:12])[O:15][CH2:16][CH3:17])=[O:18]. Starting materials: CC1(C)Oc2ccc(C#N)cc2C2OC21, O=c1[nH]oc2ccc(F)cc12. The product is CC1(C)Oc2ccc(C#N)cc2C(Oc2noc3ccc(F)cc23)C1O. As a reaction SMILES: [CH3:1][C:2]1([CH3:15])[CH:3]2[CH:4]([c:5]3[cH:6][c:7]([C:12]#[N:13])[cH:8][cH:9][c:10]3[O:11]1)[O:14]2.[F:16][c:17]1[cH:18][cH:19][c:20]2[c:21]([c:22](=[O:25])[nH:23][o:24]2)[cH:26]1>>[CH3:1][C:2]1([CH3:15])[CH:3]([OH:14])[CH:4]([O:25][c:22]2[c:21]3[c:20]([cH:19][cH:18][c:17]([F:16])[cH:26]3)[o:24][n:23]2)[c:5]2[cH:6][c:7]([C:12]#[N:13])[cH:8][cH:9][c:10]2[O:11]1. The reactants are O=S(=O)(OCCOc1ccc2ccccc2c1)c1ccc(Br)cc1, CC(C)=O, [I-], [Na+]. The product is ICCOc1ccc2ccccc2c1. Reaction SMILES: [Br:1][c:2]1[cH:3][cH:4][c:5]([S:6]([O:7][CH2:12][CH2:13][O:14][c:15]2[cH:16][c:17]3[cH:18][cH:19][cH:20][cH:21][c:22]3[cH:23][cH:24]2)(=[O:8])=[O:9])[cH:10][cH:11]1.[CH3:27][C:28](=[O:29])[CH3:30].[I-:26].[Na+:25]>>[CH2:12]([CH2:13][O:14][c:15]1[cH:16][c:17]2[cH:18][cH:19][cH:20][cH:21][c:22]2[cH:23][cH:24]1)[I:26].